From a dataset of the Open Reaction Database (ORD), a public repository of structured organic reaction records. describe an organic reaction: reactants, conditions, products, and yield The reactants are Cc1ccccc1, ClP(Cl)(Cl)(Cl)Cl, O=C1Nc2ccccc2Oc2c1csc2Cl. Product: ClC1=Nc2ccccc2Oc2c1csc2Cl. Reaction SMILES: [CH3:23][c:24]1[cH:25][cH:26][cH:27][cH:28][cH:29]1.[Cl:17][P:18]([Cl:19])([Cl:20])([Cl:21])[Cl:22].[Cl:1][c:2]1[s:3][cH:4][c:5]2[c:6]1[O:7][c:8]1[c:9]([cH:13][cH:14][cH:15][cH:16]1)[NH:10][C:11]2=[O:12]>>[Cl:1][c:2]1[s:3][cH:4][c:5]2[c:6]1[O:7][c:8]1[c:9]([cH:13][cH:14][cH:15][cH:16]1)[N:10]=[C:11]2[Cl:17]. The reactants are COc1ccc(C)cc1, [O-][Cl+3]([O-])([O-])[O-], COC(=O)CCCCCCC(=O)Cl, [Li+], C[N+](=O)[O-], O, O=S(=O)([O-])C(F)(F)F, O=S(=O)([O-])C(F)(F)F, O=S(=O)([O-])C(F)(F)F, [Sc+3]. Yields the product COC(=O)CCCCCCC(=O)c1cc(C)ccc1OC. RXN SMILES: [CH3:1][c:2]1[cH:3][cH:4][c:5]([O:8][CH3:9])[cH:6][cH:7]1.[Cl+3:10]([O-:11])([O-:12])([O-:13])[O-:14].[Cl:16][C:17](=[O:18])[CH2:19][CH2:20][CH2:21][CH2:22][CH2:23][CH2:24][C:25](=[O:26])[O:27][CH3:28].[Li+:15].[N+:30]([CH3:31])([O-:32])=[O:33].[OH2:29].[S:34]([O-:35])([C:36]([F:37])([F:38])[F:39])(=[O:40])=[O:41].[S:43]([O-:44])([C:45]([F:46])([F:47])[F:48])(=[O:49])=[O:50].[S:51]([O-:52])([C:53]([F:54])([F:55])[F:56])(=[O:57])=[O:58].[Sc+3:42]>>[CH3:1][c:2]1[cH:3][c:4]([C:17](=[O:18])[CH2:19][CH2:20][CH2:21][CH2:22][CH2:23][CH2:24][C:25](=[O:26])[O:27][CH3:28])[c:5]([O:8][CH3:9])[cH:6][cH:7]1. Starting materials: CI, CN(C)C=O, O=CN1CCNC(=O)C1, [H-], [Na+]. RXN SMILES: [CH3:12][I:13].[CH3:14][N:15]([CH3:16])[CH:17]=[O:18].[CH:1](=[O:2])[N:3]1[CH2:4][C:5](=[O:9])[NH:6][CH2:7][CH2:8]1.[H-:10].[Na+:11]>>[CH:1](=[O:2])[N:3]1[CH2:4][C:5](=[O:9])[N:6]([CH3:12])[CH2:7][CH2:8]1. Product: CN1CCN(C=O)CC1=O. The reactants are FC=1C=C(C=C(C1NS(=O)(=O)C)F)C(C)NC(=O)C=1N=C(OC1)Cl (2-Chloro-oxazole-4-carboxylic acid [1-(3,5-difluoro-4-methanesulfonylamino-phenyl)-ethyl]-amide), C(C)(C)C=1C=C(C=CC1)O (3-isopropyl phenol). Product: FC=1C=C(C=C(C1NS(=O)(=O)C)F)C(C)NC(=O)C=1N=C(OC1)OC1=CC(=CC=C1)C(C)C (2-(3-Isopropyl-phenoxy)-oxazole-4-carboxylic acid [1-(3,5-difluoro-4-methanesulfonylamino-phenyl)-ethyl]-amide). The yield is 79.6%. RXN SMILES: [F:1][C:2]1[CH:3]=[C:4]([CH:14]([NH:16][C:17]([C:19]2[N:20]=[C:21](Cl)[O:22][CH:23]=2)=[O:18])[CH3:15])[CH:5]=[C:6]([F:13])[C:7]=1[NH:8][S:9]([CH3:12])(=[O:11])=[O:10].[CH:25]([C:28]1[CH:29]=[C:30]([OH:34])[CH:31]=[CH:32][CH:33]=1)([CH3:27])[CH3:26]>>[F:1][C:2]1[CH:3]=[C:4]([CH:14]([NH:16][C:17]([C:19]2[N:20]=[C:21]([O:34][C:30]3[CH:31]=[CH:32][CH:33]=[C:28]([CH:25]([CH3:27])[CH3:26])[CH:29]=3)[O:22][CH:23]=2)=[O:18])[CH3:15])[CH:5]=[C:6]([F:13])[C:7]=1[NH:8][S:9]([CH3:12])(=[O:11])=[O:10]. Procedure: 2-Chloro-oxazole-4-carboxylic acid [1-(3,5-difluoro-4-methanesulfonylamino-phenyl)-ethyl]-amide (40 mg, 0.11 mmol) was reacted with 3-isopropyl phenol (18 mg, 0.12 mmol) to give the title compound (42 mg, 83%) after purification by column chromatography (gradient 12% to 100% EtOAc in n-hexane). Reactants: solution, C(C)[Mg]Br (ethylmagnesium bromide), [Cl-].[NH4+] (ammonium chloride), BrC1=C(C=C(C(=O)OC)C=C1)CCC (methyl 4-bromo-3-propylbenzoate), O1CCCC1 (tetrahydrofuran), [Cl-].[Na+] (sodium chloride). Solvent: C(C)OCC (diethyl ether), C(C)(=O)OCC (ethyl acetate). Yields the product BrC1=C(C=C(C=C1)C(CC)(CC)O)CCC (3-(4-Bromo-3-propylphenyl)pentan-3-ol). The yield is 96.0%. As a reaction SMILES: [Br:1][C:2]1[CH:11]=[CH:10][C:5]([C:6]([O:8]C)=O)=[CH:4][C:3]=1[CH2:12][CH2:13][CH3:14].[Cl-].[Na+].[CH2:17]([Mg]Br)[CH3:18].[Cl-].[NH4+].O1CC[CH2:25][CH2:24]1>C(OCC)C.C(OCC)(=O)C>[Br:1][C:2]1[CH:11]=[CH:10][C:5]([C:6]([OH:8])([CH2:17][CH3:18])[CH2:24][CH3:25])=[CH:4][C:3]=1[CH2:12][CH2:13][CH3:14] |f:1.2,4.5|. Procedure: In a 1-liter three-necked round-bottomed flask, equipped with a magnetic stirrer, a thermometer and a dropping funnel, introduce under nitrogen 47 g (0.18 mol) of methyl 4-bromo-3-propylbenzoate in solution in 250 ml of tetrahydrofuran. Cool the mixture to −5° C. with the aid of a bath of ice and sodium chloride. Add 134 cm3 of a 3M solution of ethylmagnesium bromide in diethyl ether, then allow the reaction temperature to increase without exceeding 5° C. After three hours of reaction, hydrolyze... Reactants: CCO, Cc1nc(Cl)c(C)c(Cl)c1C, [H][H], O=S(=O)(O)O. The product is Cc1cnc(C)c(C)c1Cl. As a reaction SMILES: [CH3:14][CH2:15][OH:16].[Cl:1][c:2]1[c:3]([CH3:11])[c:4]([CH3:10])[n:5][c:6]([Cl:9])[c:7]1[CH3:8].[H:12][H:13].[S:17](=[O:18])(=[O:19])([OH:20])[OH:21]>>[Cl:1][c:2]1[c:3]([CH3:11])[c:4]([CH3:10])[n:5][cH:6][c:7]1[CH3:8]. The reactants are CC=O, c1ccccc1, O=c1ccc2nc3ccccc3sc-2c1. Product: CC(=O)c1c2sc3ccccc3nc-2ccc1=O. RXN SMILES: [CH:16]([CH3:17])=[O:18].[cH:19]1[cH:20][cH:21][cH:22][cH:23][cH:24]1.[cH:1]1[cH:2][c:3](=[O:15])[cH:4][c:5]2[s:6][c:7]3[cH:8][cH:9][cH:10][cH:11][c:12]3[n:13][c:14]1-2>>[cH:1]1[cH:2][c:3](=[O:15])[c:4]([C:16]([CH3:17])=[O:18])[c:5]2[s:6][c:7]3[cH:8][cH:9][cH:10][cH:11][c:12]3[n:13][c:14]1-2. Reactants: CC(=O)O, O=Cc1ccccc1, Cl, CCOc1cc2c(cc1OCC)C(C(CO)CO)NCC2, c1ccccc1. Product: CCOc1cc2c(cc1OCC)C1C(CO)COC(c3ccccc3)N1CC2. As a reaction SMILES: [CH3:31][C:32](=[O:33])[OH:34].[CH:22](=[O:23])[c:24]1[cH:25][cH:26][cH:27][cH:28][cH:29]1.[ClH:30].[OH:1][CH2:2][CH:3]([CH:4]1[NH:5][CH2:6][CH2:7][c:8]2[cH:9][c:10]([O:17][CH2:18][CH3:19])[c:11]([O:14][CH2:15][CH3:16])[cH:12][c:13]21)[CH2:20][OH:21].[cH:35]1[cH:36][cH:37][cH:38][cH:39][cH:40]1>>[OH:1][CH2:2][CH:3]1[CH:4]2[N:5]([CH2:6][CH2:7][c:8]3[cH:9][c:10]([O:17][CH2:18][CH3:19])[c:11]([O:14][CH2:15][CH3:16])[cH:12][c:13]32)[CH:22]([c:24]2[cH:25][cH:26][cH:27][cH:28][cH:29]2)[O:21][CH2:20]1. Reactants: Cl.C(C)(C)C1=CC=2C(=NC3=C(NC2S1)C=CC=C3)N (2-isopropyl-4H-3-thia-4,9-diaza-benzo[f]azulene-10-ylamine hydrochloride), COCC[C@@H]1NCCNC1 ((S)-2-(2-methoxy-ethyl)-piperazine), C(C)(C)N(CC)C(C)C (diisopropylethylamine). Solvent: CS(=O)C.C1(=CC=CC=C1)C (dimethyl sulfoxide toluene). Reaction conditions: time 8 hour. Yields the product COCC[C@H]1CN(CCN1)C1=NC2=C(NC=3SC(=CC13)C(C)C)C=CC=C2 ((S)-10-[3-(2-Methoxy-ethyl)-piperazin-1-yl]-2-isopropyl-4H-3-thia-4,9-diaza-benzo[f]azulene). As a reaction SMILES: Cl.[CH:2]([C:5]1[S:14][C:13]2[NH:12][C:11]3[CH:15]=[CH:16][CH:17]=[CH:18][C:10]=3[N:9]=[C:8]([NH2:19])[C:7]=2[CH:6]=1)([CH3:4])[CH3:3].[CH3:20][O:21][CH2:22][CH2:23][C@H:24]1[CH2:29]N[CH2:27][CH2:26][NH:25]1.C(N(C(C)C)CC)(C)C>CS(C)=O.C1(C)C=CC=CC=1>[CH3:20][O:21][CH2:22][CH2:23][C@@H:24]1[NH:25][CH2:26][CH2:27][N:19]([C:8]2[C:7]3[CH:6]=[C:5]([CH:2]([CH3:4])[CH3:3])[S:14][C:13]=3[NH:12][C:11]3[CH:15]=[CH:16][CH:17]=[CH:18][C:10]=3[N:9]=2)[CH2:29]1 |f:0.1,4.5|. Reported procedure: Add 2-isopropyl-4H-3-thia-4,9-diaza-benzo[f]azulene-10-ylamine hydrochloride (0.32 g, 1.07 mmol) to a solution of (S)-2-(2-methoxy-ethyl)-piperazine (0.31 g, 2.15 mmol) in dimethyl sulfoxide: toluene (1:3, 4 mL). Add diisopropylethylamine (0.19 mL, 1.09 mmol), heat to 110° C. and stir. After an overnight period, cool to ambient temperature to give crude title compound.